From a dataset of the Open Reaction Database (ORD), a public repository of structured organic reaction records. describe an organic reaction: reactants, conditions, products, and yield Starting materials: C([O-])([O-])=O.[K+].[K+] (potassium carbonate), C1(=CC=CC=C1)C1=NCC=2N(C3=C1C=CC=C3)C(=NN2)CCCCCCCCCCC (6-phenyl-1-undecyl-4H-[1,2,4]triazolo[4,3-a][1,4]benzodiazepine), N(=O)[O-].[Na+] (sodium nitrite), O (water), S(O)(O)(=O)=O (sulfuric acid), O (water). Run in O1CCOCC1 (dioxane). Conditions: temperature 60 celsius, time 1 hour. Product: OCC1=NN=C(N1C1=C(C(=O)C2=CC=CC=C2)C=CC=C1)CCCCCCCCCCC (2-(3-hydroxymethyl-5-undecyl1,2,4-triazol-4-yl)benzophenone). As a reaction SMILES: [C:1]1([C:7]2[C:13]3[CH:14]=[CH:15][CH:16]=[CH:17][C:12]=3[N:11]3[C:18]([CH2:21][CH2:22][CH2:23][CH2:24][CH2:25][CH2:26][CH2:27][CH2:28][CH2:29][CH2:30][CH3:31])=[N:19][N:20]=[C:10]3[CH2:9]N=2)[CH:6]=[CH:5][CH:4]=[CH:3][CH:2]=1.S(=O)(=O)(O)[OH:33].N([O-])=O.[Na+].C(=O)([O-])[O-].[K+].[K+].[OH2:47]>O1CCOCC1>[OH:47][CH2:9][C:10]1[N:11]([C:12]2[CH:17]=[CH:16][CH:15]=[CH:14][C:13]=2[C:7]([C:1]2[CH:6]=[CH:5][CH:4]=[CH:3][CH:2]=2)=[O:33])[C:18]([CH2:21][CH2:22][CH2:23][CH2:24][CH2:25][CH2:26][CH2:27][CH2:28][CH2:29][CH2:30][CH3:31])=[N:19][N:20]=1 |f:2.3,4.5.6|. Procedure details: 6-phenyl-1-undecyl-4H-[1,2,4]triazolo[4,3-a][1,4]benzodiazepine (3.2 g) obtained in Example 19 was dissolved in dioxane (30 ml). Thereto were added water (30 ml) and sulfuric acid (2.1 ml) and the mixture was stirred at 60° C. for 1 hour. Thereto was gradually added dropwise a solution of sodium nitrite (5.5 g) in water (20 ml) and the mixture was stirred at 70° C. for 2 hours. After cooling, potassium carbonate was added thereto to make the reaction mixture alkaline. The mixture was extracted w... Reactants: CC[O-], CN(C)CCCCCCCl, CN(C)C=O, [Na+], O=C(c1cccs1)c1cccnc1S. The product is CN(C)CCCCCCSc1ncccc1C(=O)c1cccs1. RXN SMILES: [CH3:16][CH2:17][O-:18].[CH3:19][N:20]([CH2:21][CH2:22][CH2:23][CH2:24][CH2:25][CH2:26][Cl:27])[CH3:28].[CH3:29][N:30]([CH3:31])[CH:32]=[O:33].[Na+:15].[SH:1][c:2]1[n:3][cH:4][cH:5][cH:6][c:7]1[C:8]([c:9]1[cH:10][cH:11][cH:12][s:13]1)=[O:14]>>[S:1]([c:2]1[n:3][cH:4][cH:5][cH:6][c:7]1[C:8]([c:9]1[cH:10][cH:11][cH:12][s:13]1)=[O:14])[CH2:26][CH2:25][CH2:24][CH2:23][CH2:22][CH2:21][N:20]([CH3:19])[CH3:28]. Starting materials: S(=O)(=O)([O-])[O-].[Zn+2] (zinc sulfate), P(=O)(OCCCCCCCCCCCCCCCCCC)([O-])[O-] (stearyl phosphate), [OH-].[K+] (potassium hydroxide), P(=O)(OCCCCCCCCCCCCCCCCCC)([O-])[O-] (stearyl phosphate). The solvent is O (Water). Run at temperature 90 celsius, time 90 minute. The product is P(=O)(OCCCCCCCCCCCCCCCCCC)([O-])[O-].[Zn+2] (zinc stearyl phosphate). Reaction SMILES: [P:1]([O-:23])([O-:22])([O:3][CH2:4][CH2:5][CH2:6][CH2:7][CH2:8][CH2:9][CH2:10][CH2:11][CH2:12][CH2:13][CH2:14][CH2:15][CH2:16][CH2:17][CH2:18][CH2:19][CH2:20][CH3:21])=[O:2].[OH-].[K+].S([O-])([O-])(=O)=O.[Zn+2:31]>O>[P:1]([O-:22])([O-:23])([O:3][CH2:4][CH2:5][CH2:6][CH2:7][CH2:8][CH2:9][CH2:10][CH2:11][CH2:12][CH2:13][CH2:14][CH2:15][CH2:16][CH2:17][CH2:18][CH2:19][CH2:20][CH3:21])=[O:2].[Zn+2:31] |f:1.2,3.4,6.7|. Procedure: Water (88 L) was added to stearyl phosphate (molar ratio of diester/monoester=1/2.7; acid value, 232 mg KOH/g) (5 kg) while heating at 90° C., whereby the stearyl phosphate was dispersed uniformly. An aqueous solution of potassium hydroxide (300 g/L) (3862 ml) was dropwise added to the mixture while keeping the said temperature. When the addition was finished, the mixture showed a pH of about 11. The saponified dispersion was divided in five equal parts, and an aqueous solution of zinc sulfate (... The reactants are CCCCCCCCCCCCCCCCC1C(=O)CCC1=O, C=CC(=O)CCCc1cccc(OC)c1, [K+], [OH-]. Reaction SMILES: [CH2:1]([CH2:2][CH2:3][CH2:4][CH2:5][CH2:6][CH2:7][CH2:8][CH2:9][CH2:10][CH2:11][CH2:12][CH2:13][CH2:14][CH2:15][CH3:16])[CH:17]1[C:18](=[O:23])[CH2:19][CH2:20][C:21]1=[O:22].[CH3:24][O:25][c:26]1[cH:27][c:28]([CH2:32][CH2:33][CH2:34][C:35]([CH:36]=[CH2:37])=[O:38])[cH:29][cH:30][cH:31]1.[K+:40].[OH-:39]>>[CH2:1]([CH2:2][CH2:3][CH2:4][CH2:5][CH2:6][CH2:7][CH2:8][CH2:9][CH2:10][CH2:11][CH2:12][CH2:13][CH2:14][CH2:15][CH3:16])[C:17]1([CH2:37][CH2:36][C:35]([CH2:34][CH2:33][CH2:32][c:28]2[cH:27][c:26]([O:25][CH3:24])[cH:31][cH:30][cH:29]2)=[O:38])[C:18](=[O:23])[CH2:19][CH2:20][C:21]1=[O:22]. The product is CCCCCCCCCCCCCCCCC1(CCC(=O)CCCc2cccc(OC)c2)C(=O)CCC1=O. Starting materials: [Na] (sodium), C1=CC=CC1 (cyclopentadiene), CC1(CC(CC(C1)(C)C)=O)C (3,3,5,5-tetramethylcyclohexanone), O (water), C(C)OCC (diethyl ether), fulvene-H. Conditions: time 30 hour. The product is CC1(CC(CC(C1)(C)C)C1=CC=CC1=C)C (3,3,5,5-tetramethylcyclohexylfulvene). Reaction SMILES: [Na].[CH:2]1[CH2:6][CH:5]=[CH:4][CH:3]=1.[CH3:7][C:8]1([CH3:17])[CH2:13][C:12]([CH3:15])([CH3:14])[CH2:11][C:10](=O)[CH2:9]1.O.[CH2:19](OCC)C>>[CH3:7][C:8]1([CH3:17])[CH2:13][C:12]([CH3:15])([CH3:14])[CH2:11][CH:10]([C:3]2[C:2](=[CH2:19])[CH:6]=[CH:5][CH:4]=2)[CH2:9]1 |^1:0|. Procedure: Hexane washed sodium spheres (2.40 g, 104 mmol) were slowly added to 100 mL absolute ethanol. The sodium had fully reacted before cyclopentadiene (6.0 mL, 72.6 mmol) and 3,3,5,5-tetramethylcyclohexanone (10.0 mL, 57.1 mmol) were added. After 30 hours, the reaction was poured into 200 mL water and 100 mL diethyl ether were added. The organic layer was isolated and the aqueous layer was extracted with diethyl ether (3×50 mL). The combined organic layers were extracted with water (3×50 mL), dried o... The reactants are N(=NC(=O)OC(C)C)C(=O)OC(C)C (diisopropyl azodicarboxylate), N[C@@H](CCCNC(=O)N)C(=O)O (L-citrulline), CC1=C2[C@H](C(=O)[C@@]3([C@H](C[C@@H]4[C@]([C@H]3[C@@H]([C@@](C2(C)C)(C[C@@H]1OC(=O)[C@@H]([C@H](C=5C=CC=CC5)NC(=O)C=6C=CC=CC6)O)O)OC(=O)C=7C=CC=CC7)(CO4)OC(=O)C)O)C)OC(=O)C (Paclitaxel), C[C@H]1[C@H]([C@H](C[C@@H](O1)O[C@H]2C[C@@](CC=3C2=C(C4=C(C3O)C(=O)C5=CC=CC(=C5C4=O)OC)O)(C(=O)CO)O)N)O (Doxorubicin), CC(C(C1=CC=CC=C1)O)N ((1S, 2R)-(+)-norephedrine), C[C@H]1[C@H]([C@H](C[C@@H](O1)O[C@H]2C[C@@](CC=3C2=C(C4=C(C3O)C(=O)C5=CC=CC(=C5C4=O)OC)O)(C(=O)CO)O)N)O (Doxorubicin), CC1=C(C(=O)C2=C(C1=O)N3C[C@H]4[C@@H]([C@@]3([C@@H]2COC(=O)N)OC)N4)N (Mitomycin C), Dipeptide, Dipeptide, NC1=CC=C(CO)C=C1 (4-aminobenzyl alcohol), CC(C)[C@@H](C(=O)ON1C(=O)CCC1=O)NC(=O)OCC2=CC=CC=C2 (Z-val-OSu), Cbz-val-cit-PAB-OH. Yields the product COC1=C(C=C(C=C1)/C=C\C2=CC(=C(C(=C2)OC)OC)OC)O (combretastatin A-4). RXN SMILES: N([C:9]([O:11][CH:12]([CH3:14])[CH3:13])=O)=NC(OC(C)C)=O.NC1C=CC([CH2:20][OH:21])=CC=1.[CH3:24]C([C@H](NC(OCC1C=CC=CC=1)=O)C(ON1C(=O)CCC1=O)=O)C.N[C@H:50]([C:58]([OH:60])=O)[CH2:51][CH2:52][CH2:53]NC(N)=O.CC(N)C(O)C1C=CC=CC=1.C[C@@H]1O[C@@H](O[C@@H]2C3=C(O)C4C(=O)C5C(=CC=CC=5OC)C(=O)C=4C(O)=C3C[C@@](O)(C(CO)=O)C2)C[C@H](N)[C@@H]1O.CC1[C@@H](OC([C@H](O)[C@@H](NC(C2C=CC=CC=2)=O)C2C=CC=CC=2)=O)C[C@]2(O)C(C)(C)C=1[C@@H](OC(C)=O)C([C@@:117]1(C)[C@H:122]([C@@H]2OC(C2C=CC=CC=2)=O)[C@:121]2([O:163]C(C)=O)[CH2:161][O:162][C@@H:120]2[CH2:119][C@@H:118]1O)=O.CC1C(=O)C2N3[C@@](OC)([C@H](COC(N)=O)C=2C(=O)C=1N)[C@H]1N[C@H]1C3>>[CH3:161][O:162][C:120]1[CH:119]=[CH:118][C:117](/[CH:53]=[CH:52]\[C:51]2[CH:50]=[C:58]([O:60][CH3:24])[C:13]([O:21][CH3:20])=[C:12]([O:11][CH3:9])[CH:14]=2)=[CH:122][C:121]=1[OH:163]. Procedure details: Commercially available reagents and solvents were obtained as follows: HPLC-grade solvents, Fisher; anhydrous solvents, Aldrich; diisopropyl azodicarboxylate (DIAD, 95%), Lancaster; 4-aminobenzyl alcohol, Alfa Aesar; Z-val-OSu, Advanced ChemTech; L-citrulline, Novabiochem; (1S, 2R)-(+)-norephedrine and other commercially available reagents, Aldrich. Cbz-val-cit-PAB-OH (1) (Dubowchik, G. M.; Firestone, R. A. Cathepsin B-Sensitive Dipeptide Prodrugs. 1. A Model Study of Structural Requirements for...